From a dataset of the Open Reaction Database (ORD), a public repository of structured organic reaction records. describe an organic reaction: reactants, conditions, products, and yield Reactants: ClC1=CC=C(CN2C(=C(C3=CC(=CC=C23)O)C)CC(C(=O)OC)(C)C)C=C1 (methyl 3-[1-(4-chlorobenzyl)-3-methyl-5-hydroxyindol-2-yl]-2,2-dimethylpropanoate), BrCC1=CC2=CC=CC=C2C=C1 (2-bromomethynaphthalene), C(=O)([O-])[O-].[K+].[K+] (K2CO3), C(=O)([O-])[O-].[Cs+].[Cs+] (Cs2CO3), Cl (HCl). Run in CN(C)C=O (DMF). Product: CC(C(C(=O)O)(C)C)C=1N(C2=CC=C(C=C2C1C)OCC1=CC2=CC=CC=C2C=C1)CC1=CC=C(C=C1)Cl (Methyl 3-[1-(4-chlorobenzyl)-3-methyl-5-(naphth-2-ylmethoxy)indol-2-yl]-2,2-dimethylpropanoic acid). As a reaction SMILES: [Cl:1][C:2]1[CH:27]=[CH:26][C:5]([CH2:6][N:7]2[C:15]3[C:10](=[CH:11][C:12]([OH:16])=[CH:13][CH:14]=3)[C:9]([CH3:17])=[C:8]2[CH2:18][C:19]([CH3:25])([CH3:24])[C:20]([O:22]C)=[O:21])=[CH:4][CH:3]=1.Br[CH2:29][C:30]1[CH:39]=[CH:38][C:37]2[C:32](=[CH:33][CH:34]=[CH:35][CH:36]=2)[CH:31]=1.[C:40]([O-])([O-])=O.[K+].[K+].C([O-])([O-])=O.[Cs+].[Cs+].Cl>CN(C=O)C>[CH3:40][CH:18]([C:8]1[N:7]([CH2:6][C:5]2[CH:26]=[CH:27][C:2]([Cl:1])=[CH:3][CH:4]=2)[C:15]2[C:10]([C:9]=1[CH3:17])=[CH:11][C:12]([O:16][CH2:29][C:30]1[CH:39]=[CH:38][C:37]3[C:32](=[CH:33][CH:34]=[CH:35][CH:36]=3)[CH:31]=1)=[CH:13][CH:14]=2)[C:19]([CH3:25])([CH3:24])[C:20]([OH:22])=[O:21] |f:2.3.4,5.6.7|. Reported procedure: A solution of methyl 3-[1-(4-chlorobenzyl)-3-methyl-5-hydroxyindol-2-yl]-2,2-dimethylpropanoate (Preparation 1) (200 mg), 2-bromomethynaphthalene (138 mg), K2CO3 (89 mg), and Cs2CO3 (34 mg) in 5 mL DMF was stirred at room temperature under nitrogen for 24 hours. The mixture was poured onto 1N HCl, extracted 2× EtOAc, washed 2× brine, dried (MgSO4), and evaporated. Purification of the residue by chromatography (silica gel; hexane/EtOAc 4:1) gave the title compound, used as such for the next step. Reactants: C(C1=CC=CC=C1)N=C(O)C=1NC=C(CC1C(=O)O)C (5-methyl-1,4-dihydropyridine-2,3dicarboxylic acid N-benzylimide), C (charcoal). Reagents/catalysts: [Pd] (palladium). Solvent: O1CCCC1 (tetrahydrofuran). Product: C(C1=CC=CC=C1)N=C(O)C1NCC(CC1C(=O)O)C (5-Methyl-hexahydropyridine-2,3-dicarboxylic acid N-benzylimide). As a reaction SMILES: [CH2:1]([N:8]=[C:9]([C:11]1[NH:12][CH:13]=[C:14]([CH3:20])[CH2:15][C:16]=1[C:17]([OH:19])=[O:18])[OH:10])[C:2]1[CH:7]=[CH:6][CH:5]=[CH:4][CH:3]=1.C>O1CCCC1.[Pd]>[CH2:1]([N:8]=[C:9]([CH:11]1[CH:16]([C:17]([OH:19])=[O:18])[CH2:15][CH:14]([CH3:20])[CH2:13][NH:12]1)[OH:10])[C:2]1[CH:7]=[CH:6][CH:5]=[CH:4][CH:3]=1. Procedure details: 17.5 g (70 mmol) of 5-methyl-1,4-dihydropyridine-2,3dicarboxylic acid N-benzylimide are hydrogenated in 150 ml of tetrahydrofuran at 70° C. and under 100 bar over palladium on active charcoal. Then the catalyst is filtered off and the filtrate is concentrated by evaporation. The solid oily residue (13.0 g) is used as a crude product in the next stage. Starting materials: C(C)#N (acetonitrile), [Si](C)(C)(C(C)(C)C)OC1CN(C1)C1=C(C=C(C=C1)N1C(O[C@H](C1)CNC(C)=O)=O)F ((S)-N-[[3-[4-[3-[(tert-butyldimethylsilyl)oxy]-1-azetidinyl]-3-fluorophenyl]-2-oxo-5-oxazolidinyl]methyl]acetamide), C(C(C)[*:2])[*:1] (polypropylene), F (hydrofluoric acid), C([O-])(O)=O.[Na+] (sodium bicarbonate). Run in O (water), O (water). Conditions: time 3 hour. Product: FC=1C=C(C=CC1N1CC(C1)O)N1C(O[C@H](C1)CNC(C)=O)=O ((S)-N-[[3-[3-fluoro-4-(3-hydroxy-1-azetidinyl)phenyl]-2-oxo-5-oxazolidinyl]methyl]acetamide). As a reaction SMILES: C(#N)C.[Si]([O:11][CH:12]1[CH2:15][N:14]([C:16]2[CH:21]=[CH:20][C:19]([N:22]3[CH2:26][C@H:25]([CH2:27][NH:28][C:29](=[O:31])[CH3:30])[O:24][C:23]3=[O:32])=[CH:18][C:17]=2[F:33])[CH2:13]1)(C(C)(C)C)(C)C.F.C(=O)(O)[O-].[Na+]>O>[F:33][C:17]1[CH:18]=[C:19]([N:22]2[CH2:26][C@H:25]([CH2:27][NH:28][C:29](=[O:31])[CH3:30])[O:24][C:23]2=[O:32])[CH:20]=[CH:21][C:16]=1[N:14]1[CH2:15][CH:12]([OH:11])[CH2:13]1 |f:3.4|. Procedure details: An acetonitrile (55 mL) solution of (S)-N-[[3-[4-[3-[(tert-butyldimethylsilyl)oxy]-1-azetidinyl]-3-fluorophenyl]-2-oxo-5-oxazolidinyl]methyl]acetamide (1.23 g, 2.81 mmol) in a polypropylene bottle was treated with 38% aqueous hydrofluoric acid (15 mL) at ambient temperature. TLC analysis revealed the deprotection to be complete after 3 h. The reaction mixture was diluted with water (15 mL) and neutralized with solid sodium bicarbonate. Additional water was added (50 mL) and the mixture extracted... The reactants are [Br-].FCCC[P+](C1=CC=CC=C1)(C1=CC=CC=C1)C1=CC=CC=C1 ((3-fluoropropyl)triphenylphosphonium bromide), FC=1C=C(C=CC1F)[C@@H]1CC[C@H](CC1)[C@@H]1CC[C@H](CC1)C=O (trans-4-(trans-4-(3,4-difluorophenyl)cyclohexyl)cyclohexanecarbaldehyde), CC(C)(C)[O-].[K+] (t-BuOK). Reaction conditions: temperature -20 celsius, time 1 hour. Yield: 84.7%. Yields the product FCCC=C[C@@H]1CC[C@H](CC1)[C@@H]1CC[C@H](CC1)C1=CC(=C(C=C1)F)F ((trans-4-(trans-4-(4-fluorobutenyl)cyclohexyl)cyclohexyl)-3,4-difluorobenzene). Reaction SMILES: [Br-].[F:2][CH2:3][CH2:4][CH2:5][P+](C1C=CC=CC=1)(C1C=CC=CC=1)C1C=CC=CC=1.CC([O-])(C)C.[K+].[F:31][C:32]1[CH:33]=[C:34]([C@H:39]2[CH2:44][CH2:43][C@H:42]([C@H:45]3[CH2:50][CH2:49][C@H:48]([CH:51]=O)[CH2:47][CH2:46]3)[CH2:41][CH2:40]2)[CH:35]=[CH:36][C:37]=1[F:38]>C1COCC1>[F:2][CH2:3][CH2:4][CH:5]=[CH:51][C@H:48]1[CH2:49][CH2:50][C@H:45]([C@H:42]2[CH2:43][CH2:44][C@H:39]([C:34]3[CH:35]=[CH:36][C:37]([F:38])=[C:32]([F:31])[CH:33]=3)[CH2:40][CH2:41]2)[CH2:46][CH2:47]1 |f:0.1,2.3|. Procedure details: A mixture of (3-fluoropropyl)triphenylphosphonium bromide (13.8 g, 34.1 millimols) with THF (60 ml) was cooled down to -20° C., followed by adding t-BuOK (3.5 g, 34.1 millimols) to the mixture, stirring for one hour, dropwise adding to the mixture, a THF (120 ml) solution of trans-4-(trans-4-(3,4-difluorophenyl)cyclohexyl)cyclohexanecarbaldehyde (9.5 g, 31.0 millimols) so as to keep the temperature at -20° C. or lower, stirring the mixture at the same temperature for 2 hours, and treating the re... The solvent is C1CCOC1 (THF), C1CCOC1 (THF). Reactants: Nc1ccc(Br)cc1, O=C(O)C(=O)N1CCC(Cc2ccccc2)CC1, CCOCC. The product is O=C(Nc1ccc(Br)cc1)C(=O)N1CCC(Cc2ccccc2)CC1. Reaction SMILES: [Br:19][c:20]1[cH:21][cH:22][c:23]([NH2:24])[cH:25][cH:26]1.[CH2:1]([c:2]1[cH:3][cH:4][cH:5][cH:6][cH:7]1)[CH:8]1[CH2:9][CH2:10][N:11]([C:14]([C:15](=[O:16])[OH:17])=[O:18])[CH2:12][CH2:13]1.[CH2:27]([O:28][CH2:29][CH3:30])[CH3:31]>>[CH2:1]([c:2]1[cH:3][cH:4][cH:5][cH:6][cH:7]1)[CH:8]1[CH2:9][CH2:10][N:11]([C:14]([C:15](=[O:17])[NH:24][c:23]2[cH:22][cH:21][c:20]([Br:19])[cH:26][cH:25]2)=[O:18])[CH2:12][CH2:13]1. Starting materials: C[Si](C)(C)Br (trimethylsilyl bromide), COP(OC)(=O)C(CCC1=CC=CC=C1)=O (dimethyl(3-phenylpropionyl)phosphonate). Run at time 1 hour. Product: C[Si](C)(C)OP(O[Si](C)(C)C)(=O)C(CCC1=CC=CC=C1)=O (bis(trimethylsilyl)-(3-phenylpropionyl)phosphonate). Reaction SMILES: [CH3:1][Si:2](Br)([CH3:4])[CH3:3].C[O:7][P:8]([C:12](=[O:21])[CH2:13][CH2:14][C:15]1[CH:20]=[CH:19][CH:18]=[CH:17][CH:16]=1)(=[O:11])[O:9]C>>[CH3:1][Si:2]([O:7][P:8]([C:12](=[O:21])[CH2:13][CH2:14][C:15]1[CH:20]=[CH:19][CH:18]=[CH:17][CH:16]=1)(=[O:11])[O:9][Si:2]([CH3:4])([CH3:3])[CH3:1])([CH3:4])[CH3:3]. Reported procedure: 10.7 g of trimethylsilyl bromide were added dropwise at room temperature over a period of 1 hour to 8.5 g of dimethyl(3-phenylpropionyl)phosphonate. The mixture was then stirred for a further 1 hour and then evaporated at 30° C./0.1 mm Hg to give 12.5 g of bis(trimethylsilyl)-(3-phenylpropionyl)phosphonate in the form of a pale yellow oil. This oil was used in the next step without further purification. Reactants: O=C([O-])O, CCOc1ccc(-n2c(C(C)NC(=O)OC(C)(C)C)nc3c(c2=O)CCCC3)cc1, ClCCl, O=C(O)C(F)(F)F, [Na+]. As a reaction SMILES: [C:38](=[O:39])([OH:40])[O-:41].[C:8]([O:9][C:10](=[O:11])[NH:14][CH:15]([CH3:16])[c:17]1[n:18][c:19]2[c:24]([c:25](=[O:36])[n:26]1-[c:27]1[cH:28][cH:29][c:30]([O:33][CH2:34][CH3:35])[cH:31][cH:32]1)[CH2:23][CH2:22][CH2:21][CH2:20]2)([CH3:12])([CH3:13])[CH3:37].[CH2:43]([Cl:44])[Cl:45].[F:1][C:2]([F:3])([F:4])[C:5]([OH:6])=[O:7].[Na+:42]>>[NH2:14][CH:15]([CH3:16])[c:17]1[n:18][c:19]2[c:24]([c:25](=[O:36])[n:26]1-[c:27]1[cH:28][cH:29][c:30]([O:33][CH2:34][CH3:35])[cH:31][cH:32]1)[CH2:23][CH2:22][CH2:21][CH2:20]2. The product is CCOc1ccc(-n2c(C(C)N)nc3c(c2=O)CCCC3)cc1.